Dataset: the Open Reaction Database (ORD), a public repository of structured organic reaction records. Task: describe an organic reaction: reactants, conditions, products, and yield Starting materials: C(C)(C)(C)N1N=C(C=C1C1=CC=CC=C1)CCC=O (3-(1-tert-butyl-5-phenyl-1H-pyrazol-3-yl)propanal), [BH-](OC(=O)C)(OC(=O)C)OC(=O)C.[Na+] (NaBH(OAc)3), FC1=CC=C(C=C1)C(N1CCNCC1)C1=CC=C(C=C1)F (1-(bis(4-fluorophenyl)methyl)piperazine), CCN(C(C)C)C(C)C (DIPEA). Yields the product C(C)(C)(C)N1N=C(C=C1CCCN1CCN(CC1)C(C1=CC=C(C=C1)F)C1=CC=C(C=C1)F)C1=CC=CC=C1 (1-(3-(1-tert-butyl-3-phenyl-1H-pyrazol-5-yl)propyl)-4-(bis(4-fluorophenyl)methyl)piperazine). RXN SMILES: C([N:5]1[C:9]([C:10]2[CH:15]=[CH:14][CH:13]=[CH:12][CH:11]=2)=[CH:8][C:7]([CH2:16][CH2:17][CH:18]=O)=[N:6]1)(C)(C)C.[F:20][C:21]1[CH:26]=[CH:25][C:24]([CH:27]([C:34]2[CH:39]=[CH:38][C:37]([F:40])=[CH:36][CH:35]=2)[N:28]2[CH2:33][CH2:32][NH:31][CH2:30][CH2:29]2)=[CH:23][CH:22]=1.CCN([CH:47]([CH3:49])[CH3:48])C(C)C.[BH-](OC(C)=O)(OC(C)=O)O[C:52](C)=O.[Na+]>>[C:47]([N:6]1[C:7]([CH2:16][CH2:17][CH2:18][N:31]2[CH2:30][CH2:29][N:28]([CH:27]([C:24]3[CH:23]=[CH:22][C:21]([F:20])=[CH:26][CH:25]=3)[C:34]3[CH:39]=[CH:38][C:37]([F:40])=[CH:36][CH:35]=3)[CH2:33][CH2:32]2)=[CH:8][C:9]([C:10]2[CH:11]=[CH:12][CH:13]=[CH:14][CH:15]=2)=[N:5]1)([CH3:49])([CH3:52])[CH3:48] |f:3.4|. Procedure: 111 mg (63%) of target compound was obtained by using a method same as in Example 1 by using 3-(1-tert-butyl-5-phenyl-1H-pyrazol-3-yl)propanal (80 mg, 0.312 mmol), 1-(bis(4-fluorophenyl)methyl)piperazine (90 mg, 0.312 mmol), DIPEA (82 mL, 0.468 mmol) and NaBH(OAc)3 (198 mg, 0.936 mmol). Reactants: [Si](C)(C)(C(C)(C)C)O[C@@H](CNC(CC=1C=C(C=CC1)CC(=O)O)(C)C)C1=CC(=C(C=C1)O)CO ({3-[2-({(2R)-2-{[tert-butyl(dimethyl)silyl]oxy}-2-[4-hydroxy-3-(hydroxymethyl)phenyl]ethyl}amino)-2-methylpropyl]phenyl}acetic acid), N1(CCCC1)CCCN (1-pyrrolidinepropanamine). The product is [Si](C)(C)(C(C)(C)C)O[C@@H](CNC(CC=1C=C(C=CC1)CC(=O)NCCCN1CCCC1)(C)C)C1=CC(=C(C=C1)O)CO (2-{3-[2-({(2R)-2-{[tert-Butyl(dimethyl)silyl]oxy}-2-[4-hydroxy-3-(hydroxymethyl)phenyl]ethyl}amino)-2-methyl propyl]phenyl}-N-(3-pyrrolidin-1-ylpropyl)acetamide). The yield is 16.0%. As a reaction SMILES: [Si:1]([O:8][C@H:9]([C:26]1[CH:31]=[CH:30][C:29]([OH:32])=[C:28]([CH2:33][OH:34])[CH:27]=1)[CH2:10][NH:11][C:12]([CH3:25])([CH3:24])[CH2:13][C:14]1[CH:15]=[C:16]([CH2:20][C:21](O)=[O:22])[CH:17]=[CH:18][CH:19]=1)([C:4]([CH3:7])([CH3:6])[CH3:5])([CH3:3])[CH3:2].[N:35]1([CH2:40][CH2:41][CH2:42][NH2:43])[CH2:39][CH2:38][CH2:37][CH2:36]1>>[Si:1]([O:8][C@H:9]([C:26]1[CH:31]=[CH:30][C:29]([OH:32])=[C:28]([CH2:33][OH:34])[CH:27]=1)[CH2:10][NH:11][C:12]([CH3:25])([CH3:24])[CH2:13][C:14]1[CH:15]=[C:16]([CH2:20][C:21]([NH:43][CH2:42][CH2:41][CH2:40][N:35]2[CH2:39][CH2:38][CH2:37][CH2:36]2)=[O:22])[CH:17]=[CH:18][CH:19]=1)([C:4]([CH3:7])([CH3:5])[CH3:6])([CH3:3])[CH3:2]. Procedure details: The title compound was prepared from {3-[2-({(2R)-2-{[tert-butyl(dimethyl)silyl]oxy}-2-[4-hydroxy-3-(hydroxymethyl)phenyl]ethyl}amino)-2-methylpropyl]phenyl}acetic acid (preparation 154) and 1-pyrrolidinepropanamine, using a similar method to that of preparation 38, in 16% yield.